Dataset: the Open Reaction Database (ORD), a public repository of structured organic reaction records. Task: describe an organic reaction: reactants, conditions, products, and yield Starting materials: Cc1cnc(N2CCN(C(=O)c3ccc(Br)cc3F)CC2)c(C)c1, CC1COC(=O)N1. Yields the product Cc1cnc(N2CCN(C(=O)c3ccc(N4C(=O)OCC4C)cc3F)CC2)c(C)c1. As a reaction SMILES: [Br:1][c:2]1[cH:3][c:4]([F:24])[c:5]([C:8](=[O:9])[N:10]2[CH2:11][CH2:12][N:13]([c:16]3[n:17][cH:18][c:19]([CH3:23])[cH:20][c:21]3[CH3:22])[CH2:14][CH2:15]2)[cH:6][cH:7]1.[CH3:25][CH:26]1[NH:27][C:28](=[O:31])[O:29][CH2:30]1>>[c:2]1([N:27]2[CH:26]([CH3:25])[CH2:30][O:29][C:28]2=[O:31])[cH:3][c:4]([F:24])[c:5]([C:8](=[O:9])[N:10]2[CH2:11][CH2:12][N:13]([c:16]3[n:17][cH:18][c:19]([CH3:23])[cH:20][c:21]3[CH3:22])[CH2:14][CH2:15]2)[cH:6][cH:7]1. The reactants are N1(CCOCC1)CC1=CC2=C(N(N=C(C2=O)C(=O)OC)C2=CC=CC=C2)S1 (methyl 6-(4-morpholinylmethyl)-4-oxo-1-phenyl-1,4-dihydrothieno[2,3-c]pyridazine-3-carboxylate), ClC1=CC=C(CN)C=C1 (4-chlorobenzylamine). Yields the product ClC1=CC=C(CNC(=O)C=2C(C3=C(N(N2)C2=CC=CC=C2)SC(=C3)CN3CCOCC3)=O)C=C1 (N-(4-Chlorobenzyl)-6-(4-morpholinylmethyl)-4-oxo-1-phenyl-1,4-dihydrothieno[2,3-c]pyridazine-3-carboxamide). Isolated yield 65.0%. As a reaction SMILES: [N:1]1([CH2:7][C:8]2[S:27][C:11]3[N:12]([C:21]4[CH:26]=[CH:25][CH:24]=[CH:23][CH:22]=4)[N:13]=[C:14]([C:17]([O:19]C)=O)[C:15](=[O:16])[C:10]=3[CH:9]=2)[CH2:6][CH2:5][O:4][CH2:3][CH2:2]1.[Cl:28][C:29]1[CH:36]=[CH:35][C:32]([CH2:33][NH2:34])=[CH:31][CH:30]=1>>[Cl:28][C:29]1[CH:36]=[CH:35][C:32]([CH2:33][NH:34][C:17]([C:14]2[C:15](=[O:16])[C:10]3[CH:9]=[C:8]([CH2:7][N:1]4[CH2:2][CH2:3][O:4][CH2:5][CH2:6]4)[S:27][C:11]=3[N:12]([C:21]3[CH:22]=[CH:23][CH:24]=[CH:25][CH:26]=3)[N:13]=2)=[O:19])=[CH:31][CH:30]=1. Procedure: A solution of methyl 6-(4-morpholinylmethyl)-4-oxo-1-phenyl-1,4-dihydrothieno[2,3-c]pyridazine-3-carboxylate (0.29 g) in 4-chlorobenzylamine (2 mL) is heated to 190 ° C. for 30 min. The reaction mixture is cooled to ambient temperature, the solvent is removed in vacuo and Et2O (15 mL) is added to the residue. The resulting precipitate is filtered and rinsed with Et2O to afford 0.24 g (65%) of the title compound as a tan solid. Physical characteristics: m.p. 182-184° C.; 1H NMR (400 MHz, CDCl3) δ... Reactants: O=CC1=C(O)C(OC)=CC=C1 (o-vanillin), [OH-].[K+] (potassium hydroxide), C(Cl)Cl (Methylene chloride), C1(=CC=CC=C1)S(=O)(=O)Cl (benzenesulfonyl chloride). Run in O (water). Reaction conditions: time 8 hour. Product: C1(=CC=CC=C1)S(=O)(=O)O.OC1=C(C=O)C=CC=C1OC (2-Hydroxy-3-methoxvbenzaldehyde benzenesulfonate). As a reaction SMILES: [O:1]=[CH:2][C:3]1[CH:11]=[CH:10][CH:9]=[C:6]([O:7][CH3:8])[C:4]=1[OH:5].[OH-].[K+].[C:14]1([S:20](Cl)(=[O:22])=[O:21])[CH:19]=[CH:18][CH:17]=[CH:16][CH:15]=1.C(Cl)Cl>O>[C:14]1([S:20]([OH:22])(=[O:1])=[O:21])[CH:19]=[CH:18][CH:17]=[CH:16][CH:15]=1.[OH:5][C:4]1[C:6]([O:7][CH3:8])=[CH:9][CH:10]=[CH:11][C:3]=1[CH:2]=[O:1] |f:1.2,6.7|. Reported procedure: A solution of o-vanillin (537.5 g, 3.54 mole) in water (3.6 L) containing potassium hydroxide (215 g, 3.77 mole) was treated with benzenesulfonyl chloride (360 mL, 2.83 mole) dropwise over a period of one hour. Methylene chloride (75 ml) was added and the mixture was stirred overnight. The resultant solid was collected by filtration and washed with 500 mL of 5% aqueous potassium hydroxide and 1 L of water. The solid was dried in vacuo at 70°-90° C. to give the title compound, 750 g, mp 115°-119°... Starting materials: C(C(=O)Cl)(=O)Cl (oxalyl chloride), Cl (hydrochloric acid), C(CCCCC)N(S(=O)(=O)C=1C=2C=CN=CC2C=CC1)CC(C)O (N-hexyl-N-(2-hydroxypropyl)-5-isoquinolinesulfonamide). Run in ClCCl (dichloromethane), O (water), CS(=O)C (dimethylsulfoxide), ClCCl (dichloromethane), C(C)N(CC)CC (triethylamine), ClCCl (dichloromethane). Reaction conditions: temperature -55 celsius, time 15 minute. The product is C(C(=O)C)N(S(=O)(=O)C=1C=2C=CN=CC2C=CC1)CCCCCC (N-acetonyl-N-hexyl-5-isoquinolinesulfonamide). The yield is 86.5%. As a reaction SMILES: C(Cl)(=O)C(Cl)=O.[CH2:7]([N:13]([CH2:27][CH:28]([OH:30])[CH3:29])[S:14]([C:17]1[C:18]2[CH:19]=[CH:20][N:21]=[CH:22][C:23]=2[CH:24]=[CH:25][CH:26]=1)(=[O:16])=[O:15])[CH2:8][CH2:9][CH2:10][CH2:11][CH3:12].Cl>O.C(N(CC)CC)C.ClCCl.CS(C)=O>[CH2:27]([N:13]([CH2:7][CH2:8][CH2:9][CH2:10][CH2:11][CH3:12])[S:14]([C:17]1[C:18]2[CH:19]=[CH:20][N:21]=[CH:22][C:23]=2[CH:24]=[CH:25][CH:26]=1)(=[O:15])=[O:16])[C:28]([CH3:29])=[O:30]. Procedure: To 60 ml of a dried dichloromethane solution containing 2.4 ml of oxalyl chloride was added dropwise at -50° C. 12 ml of a dichloromethane solution containing 4.08 ml of dimethylsulfoxide. To the mixture was added dropwise over a period of 20 minutes, while maintaining the temperature at -55° C., 4 ml of a dried dichloromethane solution containing 8.34 g of N-hexyl-N-(2-hydroxypropyl)-5-isoquinolinesulfonamide, followed by stirring at -50° C. to -60° C. for 15 minutes. To the resulting mixture w... Starting materials: S1C=C(C2=C1C=CC=C2)C(C(=O)O)C(C)C (2-(3-benzothienyl)-3-methylbutanoic acid), KCHO3, C(C)(=O)OCC.CCCCCC (ethyl acetate hexane), S(C)(=O)(=O)[O-] (mesylate), C(#N)C(C1=CC(=CC=C1)OC1=CC=CC=C1)O (α-cyano-3-phenoxybenzyl alcohol). The solvent is C1CCOC1.CN(C)C=O (THF DMF), C1CCOC1.CN(C)C=O (THF DMF). Conditions: time 15 minute. Yields the product S1C=C(C2=C1C=CC=C2)C(C(=O)OC(C2=CC(=CC=C2)OC2=CC=CC=C2)C#N)C(C)C (α-cyano-3-phenoxybenzyl 2-(3-benzothienyl)-3-methylbutanoate). RXN SMILES: [S:1]1[C:5]2[CH:6]=[CH:7][CH:8]=[CH:9][C:4]=2[C:3]([CH:10]([CH:14]([CH3:16])[CH3:15])[C:11]([OH:13])=[O:12])=[CH:2]1.S([O-])(=O)(=O)C.[C:22]([CH:24](O)[C:25]1[CH:30]=[CH:29][CH:28]=[C:27]([O:31][C:32]2[CH:37]=[CH:36][CH:35]=[CH:34][CH:33]=2)[CH:26]=1)#[N:23].C(OCC)(=O)C.CCCCCC>C1COCC1.CN(C=O)C>[S:1]1[C:5]2[CH:6]=[CH:7][CH:8]=[CH:9][C:4]=2[C:3]([CH:10]([CH:14]([CH3:16])[CH3:15])[C:11]([O:13][CH:24]([C:22]#[N:23])[C:25]2[CH:30]=[CH:29][CH:28]=[C:27]([O:31][C:32]3[CH:33]=[CH:34][CH:35]=[CH:36][CH:37]=3)[CH:26]=2)=[O:12])=[CH:2]1 |f:3.4,5.6|. Procedure details: A mixture of 2-(3-benzothienyl)-3-methylbutanoic acid (3.4 mmol) and KCHO3 (3.4 mmol) on 15 ml THF/DMF (1:1) is stirred for about 15 minutes. The mesylate of α-cyano-3-phenoxybenzyl alcohol (3.4 mmol) in 5 ml THF/DMF is added and the reaction mixture stirred for about 48 hours. The reaction is worked up as in Example 2, developing with 10% ethyl acetate/hexane to yield α-cyano-3-phenoxybenzyl 2-(3-benzothienyl)-3-methylbutanoate, colorless thick liquid. Reactants: CCN=C=NCCCN(C)C, CN(C)C=O, O=C(O)c1cc(F)c(F)cc1Cl, Cl, N, O, O=C1CCC(=O)N1O. Yields the product NC(=O)c1cc(F)c(F)cc1Cl. Reaction SMILES: [CH3:14][N:15]([CH3:16])[CH2:17][CH2:18][CH2:19][N:20]=[C:21]=[N:22][CH2:23][CH3:24].[CH3:34][N:35]([CH3:36])[CH:37]=[O:38].[Cl:1][c:2]1[c:3]([C:4](=[O:5])[OH:6])[cH:7][c:8]([F:12])[c:9]([F:11])[cH:10]1.[ClH:13].[NH3:33].[OH2:39].[OH:25][N:26]1[C:27](=[O:28])[CH2:29][CH2:30][C:31]1=[O:32]>>[Cl:1][c:2]1[c:3]([C:4](=[O:5])[NH2:15])[cH:7][c:8]([F:12])[c:9]([F:11])[cH:10]1. Product: NC1=NC(=C(C(=C1C#N)C1=CC=C(C=C1)OC[C@H](C)O)C#N)SCC=1N=C(OC1C)C1=CC=C(C=C1)F (2-Amino-6-({[2-(4-fluorophenyl)-5-methyl-1,3-oxazol-4-yl]methyl}thio)-4-(4-{[(2S)-2-hydroxypropyl]oxy}phenyl)pyridine-3,5-dicarbonitrile). As a reaction SMILES: [NH2:1][C:2]1[C:7]([C:8]#[N:9])=[C:6]([C:10]2[CH:15]=[CH:14][C:13]([O:16][CH2:17][C@@H:18]([O:20][Si](C(C)(C)C)(C)C)[CH3:19])=[CH:12][CH:11]=2)[C:5]([C:28]#[N:29])=[C:4]([S:30][CH2:31][C:32]2[N:33]=[C:34]([C:38]3[CH:43]=[CH:42][C:41]([F:44])=[CH:40][CH:39]=3)[O:35][C:36]=2[CH3:37])[N:3]=1.Cl>CO>[NH2:1][C:2]1[C:7]([C:8]#[N:9])=[C:6]([C:10]2[CH:11]=[CH:12][C:13]([O:16][CH2:17][C@@H:18]([OH:20])[CH3:19])=[CH:14][CH:15]=2)[C:5]([C:28]#[N:29])=[C:4]([S:30][CH2:31][C:32]2[N:33]=[C:34]([C:38]3[CH:39]=[CH:40][C:41]([F:44])=[CH:42][CH:43]=3)[O:35][C:36]=2[CH3:37])[N:3]=1. The solvent is CO (methanol). Procedure: 65 mg (0.10 mmol) of the compound from Example 95A are dissolved in 4 ml of methanol, and 1.5 ml of 1 N hydrochloric acid are added. The mixture is stirred at RT for 12 h. The solvent is then removed on a rotary evaporator, and the residue is purified by preparative HPLC (column: YMC GEL ODS-AQ S-5/15 μm; mobile phase gradient: acetonitrile/water 10:90→95:5). After removal of the solvent on a rotary evaporator, the product is obtained as a white solid. Conditions: time 12 hour. The reactants are NC1=NC(=C(C(=C1C#N)C1=CC=C(C=C1)OC[C@H](C)O[Si](C)(C)C(C)(C)C)C#N)SCC=1N=C(OC1C)C1=CC=C(C=C1)F (2-Amino-4-(4-{[(2S)-2-{[tert-butyl(dimethyl)silyl]oxy}propyl]oxy}phenyl)-6-({[2-(4-fluorophenyl)-5-methyl-1,3-oxazol-4-yl]methyl}thio)pyridine-3,5-dicarbonitrile), Cl (hydrochloric acid). Reactants: C1(=CC=CC=C1)P(C1=CC=CC=C1)(C1=CC=CC=C1)=NC1=C(C=CC=C1)/C=C/C(=O)OC (Methyl (2E)-3-{2-[(triphenylphosphoranylidene)amino]phenyl}propenoate), FC1=C(C=C(C=C1)C(F)(F)F)N=C=O (2-fluoro-5-(trifluoromethyl)phenyl isocyanate), FC1=CC=C(C=C1)N1CCNCC1 (N-(4-fluorophenyl)piperazine). Yields the product FC1=CC=C(C=C1)N1CCN(CC1)C1=NC2=CC=CC=C2C(N1C1=C(C=CC(=C1)C(F)(F)F)F)CC(=O)OC (Methyl {2-[4-(4-fluorophenyl)piperazin-1-yl]-3-[2-fluoro-5-(trifluoromethyl)phenyl]-3,4-dihydroquinazolin-4-yl}acetate). Reaction SMILES: C1(P(=[N:20][C:21]2[CH:26]=[CH:25][CH:24]=[CH:23][C:22]=2/[CH:27]=[CH:28]/[C:29]([O:31][CH3:32])=[O:30])(C2C=CC=CC=2)C2C=CC=CC=2)C=CC=CC=1.[F:33][C:34]1[CH:39]=[CH:38][C:37]([C:40]([F:43])([F:42])[F:41])=[CH:36][C:35]=1[N:44]=[C:45]=O.[F:47][C:48]1[CH:53]=[CH:52][C:51]([N:54]2[CH2:59][CH2:58][NH:57][CH2:56][CH2:55]2)=[CH:50][CH:49]=1>>[F:47][C:48]1[CH:49]=[CH:50][C:51]([N:54]2[CH2:59][CH2:58][N:57]([C:45]3[N:44]([C:35]4[CH:36]=[C:37]([C:40]([F:43])([F:42])[F:41])[CH:38]=[CH:39][C:34]=4[F:33])[CH:27]([CH2:28][C:29]([O:31][CH3:32])=[O:30])[C:22]4[C:21](=[CH:26][CH:25]=[CH:24][CH:23]=4)[N:20]=3)[CH2:56][CH2:55]2)=[CH:52][CH:53]=1. Reported procedure: Starting with 150 mg (0.34 mmol) of the iminophosphorane from Example 3A, 74 mg (0.34 mmol) of 2-fluoro-5-(trifluoromethyl)phenyl isocyanate and 61 mg (0.34 mmol) of N-(4-fluorophenyl)piperazine, the general procedure [E] and chromatographic purification (method 2) give 34 mg (17% of theory) of product. Reactants: BrC=1SC(=C(N1)C(NC=1C=NN(C1[C@H]1OC[C@@H]([C@@H](CC1)NC(=O)OC(C)(C)C)F)C)=O)NC(OC(C)(C)C)=O (tert-butyl N-[2-bromo-4-[[5-[(2S,5R,6R)-5-(tert-butoxycarbonylamino)-6-fluoro-oxepan-2-yl]-1-methyl-pyrazol-4-yl]carbamoyl]thiazol-5-yl]carbamate), BrC=1SC(=C(N1)C(NC=1C=NN(C1[C@H]1OC[C@@H]([C@@H](CC1)NC(=O)OC(C)(C)C)F)C)=O)NC(OC(C)(C)C)=O (tert-butyl N-[2-bromo-4-[[5-[(2S,5R,6R)-5-(tert-butoxycarbonylamino)-6-fluoro-oxepan-2-yl]-1-methyl-pyrazol-4-yl]carbamoyl]thiazol-5-yl]carbamate), CN1N=CC(=C1C)B(O)O ((1,5-dimethyl-1H-pyrazol-4-yl)boronic acid). Yields the product NC1=C(N=C(S1)C=1C=NN(C1C)C)C(=O)NC=1C=NN(C1[C@H]1OC[C@@H]([C@@H](CC1)N)F)C (5-amino-N-(5-((2S,5R,6R)-5-amino-6-fluorooxepan-2-yl)-1-methyl-1H-pyrazol-4-yl)-2-(1,5-dimethyl-1H-pyrazol-4-yl)thiazole-4-carboxamide). RXN SMILES: Br[C:2]1[S:3][C:4]([NH:32]C(=O)OC(C)(C)C)=[C:5]([C:7](=[O:31])[NH:8][C:9]2[CH:10]=[N:11][N:12]([CH3:30])[C:13]=2[C@@H:14]2[CH2:20][CH2:19][C@@H:18]([NH:21]C(OC(C)(C)C)=O)[C@@H:17]([F:29])[CH2:16][O:15]2)[N:6]=1.[CH3:40][N:41]1[C:45]([CH3:46])=[C:44](B(O)O)[CH:43]=[N:42]1>>[NH2:32][C:4]1[S:3][C:2]([C:44]2[CH:43]=[N:42][N:41]([CH3:40])[C:45]=2[CH3:46])=[N:6][C:5]=1[C:7]([NH:8][C:9]1[CH:10]=[N:11][N:12]([CH3:30])[C:13]=1[C@@H:14]1[CH2:20][CH2:19][C@@H:18]([NH2:21])[C@@H:17]([F:29])[CH2:16][O:15]1)=[O:31]. Procedure: Following the procedure for Example 101 starting from tert-butyl N-[2-bromo-4-[[5-[(2S,5R,6R)-5-(tert-butoxycarbonylamino)-6-fluoro-oxepan-2-yl]-1-methyl-pyrazol-4-yl]carbamoyl]thiazol-5-yl]carbamate (Intermediate 88), and replacing 3,6-dihydro-2H-pyran-4-boronic acid pinacol ester with (1,5-dimethyl-1H-pyrazol-4-yl)boronic acid gave 255. 1H NMR (400 MHz, DMSO-d6) δ 9.15 (s, 1H), 7.84 (s, 1H), 7.65 (s, 1H), 7.25 (s, 2H), 4.96-4.76 (m, 2H), 4.16-3.89 (m, 2H), 3.79 (s, 3H), 3.72 (s, 3H), 3.29-3.15...